describe an organic reaction: reactants, conditions, products, and yield From a dataset of the Open Reaction Database (ORD), a public repository of structured organic reaction records. The reactants are C(CC)N(C1CC=2C(=CC=3C(N(C(C3C2)=O)CC2=CC=C(C=C2)F)=O)C1)CCC (6-(Dipropylamino)-2-[(4-fluorophenyl)methyl]-6,7-dihydrocyclopent[f]isoindole-1,3(2H,5H)-dione), Cl (HCl). The reagents and catalysts are [Zn] (Zinc). The solvent is CC(=O)O (HOAc). The product is C(CC)N(C1CC=2C(=CC=3C(N(CC3C2)CC2=CC=C(C=C2)F)=O)C1)CCC (6-(Dipropylamino)-2-[(4-fluorophenyl)methyl]-3,5,6,7-tetrahydrocyclopent[f]isoindol-1(2H)-one). RXN SMILES: [CH2:1]([N:4]([CH2:27][CH2:28][CH3:29])[CH:5]1[CH2:26][C:8]2=[CH:9][C:10]3[C:11](=[O:25])[N:12]([CH2:17][C:18]4[CH:23]=[CH:22][C:21]([F:24])=[CH:20][CH:19]=4)[C:13](=O)[C:14]=3[CH:15]=[C:7]2[CH2:6]1)[CH2:2][CH3:3].Cl>CC(O)=O.[Zn]>[CH2:27]([N:4]([CH2:1][CH2:2][CH3:3])[CH:5]1[CH2:26][C:8]2=[CH:9][C:10]3[C:11](=[O:25])[N:12]([CH2:17][C:18]4[CH:19]=[CH:20][C:21]([F:24])=[CH:22][CH:23]=4)[CH2:13][C:14]=3[CH:15]=[C:7]2[CH2:6]1)[CH2:28][CH3:29]. Reported procedure: Using procedure 47, 6-(dipropylamino)-2-[(4-fluorophenyl)methyl]-6,7-dihydrocyclopent[f]isoindole-1,3(2H,5H)-dione (101, 0.56 g, 1.43 mmol) was reduced with Zinc dust (0.94 g, 14.3 mmol) in glacial HOAc (20 mL). Purification using silica gel, eluting with 9:1 CH2Cl2 /MeOH, afforded an oil that was converted to an HCl salt and recrystallized from EtOAc/MeOH to give 132 as a white solid (m.p. 227-228° C.).